Dataset: the Open Reaction Database (ORD), a public repository of structured organic reaction records. Task: describe an organic reaction: reactants, conditions, products, and yield Reactants: C(CCC)N\1C(NC(/C1=C/C1=CN(C(=N1)CCCC)C(C1=CC=CC=C1)(C1=CC=CC=C1)C1=CC=CC=C1)=O)=O (Z-1-butyl-5-[[2-butyl-3-(triphenylmethyl)-3H-imidazol-5-yl]methylene]-2,4-imidazolidinedione), C(=O)([O-])[O-].[K+].[K+] (K2CO3), ICCCC (1-iodobutane). Run in CCOCC (ether), CN(C)C=O (DMF). Run at time 16 hour. Product: C(CCC)N\1C(N(C(/C1=C/C1=CN(C(=N1)CCCC)C(C1=CC=CC=C1)(C1=CC=CC=C1)C1=CC=CC=C1)=O)CCCC)=O (Z-1,3-Dibutyl-5-[[2-butyl-3-(triphenylmethyl)-3H-imidazol-5-yl]methylene]-2,4-imidazolidinedione). RXN SMILES: [CH2:1]([N:5]1[C:6](=[O:40])[NH:7][C:8](=[O:39])/[C:9]/1=[CH:10]/[C:11]1[N:15]=[C:14]([CH2:16][CH2:17][CH2:18][CH3:19])[N:13]([C:20]([C:33]2[CH:38]=[CH:37][CH:36]=[CH:35][CH:34]=2)([C:27]2[CH:32]=[CH:31][CH:30]=[CH:29][CH:28]=2)[C:21]2[CH:26]=[CH:25][CH:24]=[CH:23][CH:22]=2)[CH:12]=1)[CH2:2][CH2:3][CH3:4].C([O-])([O-])=O.[K+].[K+].I[CH2:48][CH2:49][CH2:50][CH3:51]>CN(C=O)C.CCOCC>[CH2:1]([N:5]1[C:6](=[O:40])[N:7]([CH2:48][CH2:49][CH2:50][CH3:51])[C:8](=[O:39])/[C:9]/1=[CH:10]/[C:11]1[N:15]=[C:14]([CH2:16][CH2:17][CH2:18][CH3:19])[N:13]([C:20]([C:21]2[CH:22]=[CH:23][CH:24]=[CH:25][CH:26]=2)([C:33]2[CH:38]=[CH:37][CH:36]=[CH:35][CH:34]=2)[C:27]2[CH:28]=[CH:29][CH:30]=[CH:31][CH:32]=2)[CH:12]=1)[CH2:2][CH2:3][CH3:4] |f:1.2.3|. Procedure details: To a solution of Z-1-butyl-5-[[2-butyl-3-(triphenylmethyl)-3H-imidazol-5-yl]methylene]-2,4-imidazolidinedione (1.20 g, 2.26 mmol) in DMF (5 mL) was added K2CO3 (1.56 g, 11.3 mmol) and then 1-iodobutane (0.344 mL, 3.02 mmol). The mixture was stirred for 16 hours and then diluted with ether and washed with water and brine. After drying over MgSO4 the product was isolated by chromatography on silica eluting with 80% petroleum ether 20% ethyl acetate. Starting materials: CN(C)C(OC(C)(C)C)N(C)C, O=C1CCCCCC1c1cc(Cl)ccc1Cl. The product is CN(C)C=C1CCCCC(c2cc(Cl)ccc2Cl)C1=O. As a reaction SMILES: [C:17]([O:18][CH:22]([N:19]([CH3:20])[CH3:21])[N:23]([CH3:24])[CH3:25])([CH3:26])([CH3:27])[CH3:28].[Cl:1][c:2]1[c:3]([CH:9]2[C:10](=[O:16])[CH2:11][CH2:12][CH2:13][CH2:14][CH2:15]2)[cH:4][c:5]([Cl:8])[cH:6][cH:7]1>>[Cl:1][c:2]1[c:3]([CH:9]2[C:10](=[O:16])[C:11](=[CH:22][N:23]([CH3:24])[CH3:25])[CH2:12][CH2:13][CH2:14][CH2:15]2)[cH:4][c:5]([Cl:8])[cH:6][cH:7]1. Procedure: A solution of 5-(2-chlorophenyl)-1-(2,6-dichlorophenyl)-3-(4-methoxybenzyl)-7-nitro-3,4-dihydroquinazolin-2(1H)-one (32 mg, 0.56 mmol) in 1 mL trifluoroacetic acid was stirred at 95° C. for 1.25 h. The solvent was removed under reduced pressure and the product was purified by preparative thin-layer chromatography, eluting with 93:7 CH2Cl2-methanol to yield 5-(2-chlorophenyl)-1-(2,6-dichlorophenyl)-7-nitro-3,4-dihydroquinazolin-2(1H)-one. Mass spectrum (ESI) 448 (M+1). 1H NMR (500 MHz, CDCl3): δ ... The product is ClC1=C(C=CC=C1)C1=C2CNC(N(C2=CC(=C1)[N+](=O)[O-])C1=C(C=CC=C1Cl)Cl)=O (5-(2-chlorophenyl)-1-(2,6-dichlorophenyl)-7-nitro-3,4-dihydroquinazolin-2(1H)-one). As a reaction SMILES: [Cl:1][C:2]1[CH:7]=[CH:6][CH:5]=[CH:4][C:3]=1[C:8]1[CH:17]=[C:16]([N+:18]([O-:20])=[O:19])[CH:15]=[C:14]2[C:9]=1[CH2:10][N:11](CC1C=CC(OC)=CC=1)[C:12](=[O:29])[N:13]2[C:21]1[C:26]([Cl:27])=[CH:25][CH:24]=[CH:23][C:22]=1[Cl:28]>FC(F)(F)C(O)=O>[Cl:1][C:2]1[CH:7]=[CH:6][CH:5]=[CH:4][C:3]=1[C:8]1[CH:17]=[C:16]([N+:18]([O-:20])=[O:19])[CH:15]=[C:14]2[C:9]=1[CH2:10][NH:11][C:12](=[O:29])[N:13]2[C:21]1[C:26]([Cl:27])=[CH:25][CH:24]=[CH:23][C:22]=1[Cl:28]. Reactants: ClC1=C(C=CC=C1)C1=C2CN(C(N(C2=CC(=C1)[N+](=O)[O-])C1=C(C=CC=C1Cl)Cl)=O)CC1=CC=C(C=C1)OC (5-(2-chlorophenyl)-1-(2,6-dichlorophenyl)-3-(4-methoxybenzyl)-7-nitro-3,4-dihydroquinazolin-2(1H)-one). Run in FC(C(=O)O)(F)F (trifluoroacetic acid). Reactants: CN1C=C(C2=CC(=CC=C12)O)C1=CC=2C(=NC=CC2)N1S(=O)(=O)C1=CC=C(C=C1)C (1-methyl-3-[1-(toluene-4-sulfonyl)-1H-pyrrolo[2,3-b]pyridin-2-yl]-1H-indol-5-ol), CC(C)([O-])C.[K+] (potassium tert-butoxide), O (water), C(C=C)Br (allyl bromide). Solvent: CN(C=O)C (dimethylformamide). Reaction conditions: time 10 minute. The product is C(C=C)OC=1C=C2C(=CN(C2=CC1)C)C1=CC=2C(=NC=CC2)N1S(=O)(=O)C1=CC=C(C=C1)C (2-(5-Allyloxy-1-methyl-1H-indol-3-yl)-1-(toluene-4-sulfonyl)-1H-pyrrolo[2,3-b]pyridine). Yield: 52.1%. Reaction SMILES: [CH3:1][N:2]1[C:10]2[C:5](=[CH:6][C:7]([OH:11])=[CH:8][CH:9]=2)[C:4]([C:12]2[N:20]([S:21]([C:24]3[CH:29]=[CH:28][C:27]([CH3:30])=[CH:26][CH:25]=3)(=[O:23])=[O:22])[C:15]3=[N:16][CH:17]=[CH:18][CH:19]=[C:14]3[CH:13]=2)=[CH:3]1.[CH3:31][C:32](C)([O-])[CH3:33].[K+].C(Br)C=C.O>CN(C)C=O>[CH2:33]([O:11][C:7]1[CH:6]=[C:5]2[C:10](=[CH:9][CH:8]=1)[N:2]([CH3:1])[CH:3]=[C:4]2[C:12]1[N:20]([S:21]([C:24]2[CH:29]=[CH:28][C:27]([CH3:30])=[CH:26][CH:25]=2)(=[O:23])=[O:22])[C:15]2=[N:16][CH:17]=[CH:18][CH:19]=[C:14]2[CH:13]=1)[CH:32]=[CH2:31] |f:1.2|. Reported procedure: A solution of 1-methyl-3-[1-(toluene-4-sulfonyl)-1H-pyrrolo[2,3-b]pyridin-2-yl]-1H-indol-5-ol [2.1 g, Reference Example 14(a)] in dry dimethylformamide (50 mL) was treated with potassium tert-butoxide (620 mg) at 0° C. under nitrogen. After stirring for 10 minutes the mixture was treated with allyl bromide (480 μl) and then allowed to warm slowly to ambient temperature. Stirring was continued for a further 6 hours after which time the mixture was poured carefully into water and the aqueous phase... The reactants are (4-methoxy)benzyl ethers, ClCCCS(=O)(=O)OCC([C@H](C(=O)OCCOC(=O)OCC)OCC1=CC=C(C=C1)OC)(C)C ((Ethoxycarbonyloxy)ethyl (2R)-4-[(3-chloropropyl)sulfonyloxy]-2-[(4-methoxyphenyl)methoxy]-3,3-dimethylbutanoate), ClC=1C(C(=C(C(C1Cl)=O)C#N)C#N)=O (2,3-dichloro-5,6-dicyano-1,4-benzoquinone). The solvent is ClCCl (dichloromethane), O (water). Product: ClCCCS(=O)(=O)OCC([C@H](C(=O)OCCOC(=O)OCC)O)(C)C ((Ethoxycarbonyloxy)ethyl (2R)-4-[(3-chloropropyl)sulfonyloxy]-2-hydroxy-3,3-dimethylbutanoate). Isolated yield 19.0%. RXN SMILES: [Cl:1][CH2:2][CH2:3][CH2:4][S:5]([O:8][CH2:9][C:10]([CH3:34])([CH3:33])[C@@H:11]([O:23]CC1C=CC(OC)=CC=1)[C:12]([O:14][CH2:15][CH2:16][O:17][C:18]([O:20][CH2:21][CH3:22])=[O:19])=[O:13])(=[O:7])=[O:6].ClC1C(=O)C(C#N)=C(C#N)C(=O)C=1Cl>ClCCl.O>[Cl:1][CH2:2][CH2:3][CH2:4][S:5]([O:8][CH2:9][C:10]([CH3:33])([CH3:34])[C@@H:11]([OH:23])[C:12]([O:14][CH2:15][CH2:16][O:17][C:18]([O:20][CH2:21][CH3:22])=[O:19])=[O:13])(=[O:7])=[O:6]. Procedure details: Following the general procedure for the oxidative cleavage of (4-methoxy)benzyl ethers of Description 19, (ethoxycarbonyloxy)ethyl (2R)-4-[(3-chloropropyl)sulfonyloxy]-2-[(4-methoxyphenyl)methoxy]-3,3-dimethylbutanoate (36a) (0.77 g max.) dissolved in a mixture of dichloromethane (DCM) and water (10:1) (10 mL) was treated with 2,3-dichloro-5,6-dicyano-1,4-benzoquinone (DDQ) (0.68 g, 3.0 mmol). After work-up, the crude material was purified by silica gel column chromatography using a mixture of e...